From a dataset of the Open Reaction Database (ORD), a public repository of structured organic reaction records. describe an organic reaction: reactants, conditions, products, and yield Reactants: CCN(CC)[Si](C)(C)C, CN(C)C=O, O=C(Cl)C(=O)Cl, ClCCl, O=C(O)C(F)(F)F, CC(C)(C)OC(=O)c1ccc(N2CC(CN=[N+]=[N-])OC2=O)cc1F. Product: [N-]=[N+]=NCC1CN(c2ccc(C(=O)Cl)c(F)c2)C(=O)O1. As a reaction SMILES: [CH3:32][Si:33]([CH3:34])([CH3:35])[N:36]([CH2:37][CH3:38])[CH2:39][CH3:40].[CH3:50][N:51]([CH3:52])[CH:53]=[O:54].[Cl:41][C:42]([C:43]([Cl:44])=[O:45])=[O:46].[Cl:47][CH2:48][Cl:49].[F:1][C:2]([F:3])([F:4])[C:5]([OH:6])=[O:7].[N:8](=[N+:9]=[N-:10])[CH2:11][CH:12]1[CH2:13][N:14]([c:18]2[cH:19][c:20]([F:31])[c:21]([C:24](=[O:25])[O:26][C:27]([CH3:28])([CH3:29])[CH3:30])[cH:22][cH:23]2)[C:15](=[O:17])[O:16]1>>[N:8](=[N+:9]=[N-:10])[CH2:11][CH:12]1[CH2:13][N:14]([c:18]2[cH:19][c:20]([F:31])[c:21]([C:24](=[O:25])[Cl:41])[cH:22][cH:23]2)[C:15](=[O:17])[O:16]1.